This data is from the Open Reaction Database (ORD), a public repository of structured organic reaction records. The task is: describe an organic reaction: reactants, conditions, products, and yield The reactants are O[C@H]1CCC=C2C=C[C@@H]([C@@H]([C@@H]12)CC[C@@H]1C[C@H](CC(O1)=O)O[Si](C)(C)C(C)(C)C)C ((4R,6R)-6-{2-[(1S,2S,8S,8aR)-1,2,6,7,8,8a-hexahydro-8-hydroxy-2-methyl-1-naphthyl]ethyl}tetrahydro-4-t-butyldimethylsilyloxy-2H-pyran-2-one), C(C)C(C(=O)Cl)(CC=C)CC (2,2-diethyl-4-pentenoyl chloride). Yields the product C(C)C(C(=O)O[C@H]1CCC=C2C=C[C@@H]([C@@H]([C@@H]12)CC[C@@H]1C[C@H](CC(O1)=O)O[Si](C)(C)C(C)(C)C)C)(CC=C)CC ((4R,6R)-6-{2-[(1S,2S,8S,8aR)-1,2,6,7,8,8a-Hexahydro-8-(2,2-diethyl-4-pentenoyloxy)-2-methyl-1-naphthyl]ethyl}tetrahydro-4-t-butyldimethylsilyloxy-2H-pyran-2-one). Yield: 77.5%. RXN SMILES: [OH:1][C@@H:2]1[C@H:11]2[C:6]([CH:7]=[CH:8][C@H:9]([CH3:29])[C@@H:10]2[CH2:12][CH2:13][C@H:14]2[O:19][C:18](=[O:20])[CH2:17][C@H:16]([O:21][Si:22]([C:25]([CH3:28])([CH3:27])[CH3:26])([CH3:24])[CH3:23])[CH2:15]2)=[CH:5][CH2:4][CH2:3]1.[CH2:30]([C:32]([CH2:39][CH3:40])([CH2:36][CH:37]=[CH2:38])[C:33](Cl)=[O:34])[CH3:31]>>[CH2:30]([C:32]([CH2:39][CH3:40])([CH2:36][CH:37]=[CH2:38])[C:33]([O:1][C@@H:2]1[C@H:11]2[C:6]([CH:7]=[CH:8][C@H:9]([CH3:29])[C@@H:10]2[CH2:12][CH2:13][C@H:14]2[O:19][C:18](=[O:20])[CH2:17][C@H:16]([O:21][Si:22]([C:25]([CH3:28])([CH3:27])[CH3:26])([CH3:23])[CH3:24])[CH2:15]2)=[CH:5][CH2:4][CH2:3]1)=[O:34])[CH3:31]. Reported procedure: A procedure similar to that described in Example 6, above, was followed, but using 1.26 g (3.0 mmol) of (4R,6R)-6-{2-[(1S,2S,8S,8aR)-1,2,6,7,8,8a-hexahydro-8-hydroxy-2-methyl-1-naphthyl]ethyl}tetrahydro-4-t-butyldimethylsilyloxy-2H-pyran-2-one [prepared as described in Japanese Patent Kokai Application No. Sho 59-175450] and 2.09 g (12.2 mmol) of 2,2-diethyl-4-pentenoyl chloride, to provide 1.30 g of the title compound. The reactants are CC(C)(C)C=1C=C(C(=O)C2=CC=CC=C2)C=CC1O (3-(1,1-Dimethylethyl)-4-hydroxybenzophenone), Cl.CNC (dimethylamine hydrochloride), [OH-].[Na+] (sodium hydroxide), C=O (paraformaldehyde). The solvent is C(C)O (ethanol). Yields the product CN(C)CC=1C=C(C(=O)C2=CC=CC=C2)C=C(C1O)C(C)(C)C (3-(N,N-Dimethylaminomethyl)-5-(1,1-dimethylethyl)-4-hydroxybenzophenone). Yield: 68.6%. RXN SMILES: [CH3:1][C:2]([C:5]1[CH:6]=[C:7]([CH:16]=[CH:17][C:18]=1[OH:19])[C:8]([C:10]1[CH:15]=[CH:14][CH:13]=[CH:12][CH:11]=1)=[O:9])([CH3:4])[CH3:3].Cl.[CH3:21][NH:22][CH3:23].[OH-].[Na+].[CH2:26]=O>C(O)C>[CH3:21][N:22]([CH2:26][C:17]1[CH:16]=[C:7]([CH:6]=[C:5]([C:2]([CH3:1])([CH3:3])[CH3:4])[C:18]=1[OH:19])[C:8]([C:10]1[CH:11]=[CH:12][CH:13]=[CH:14][CH:15]=1)=[O:9])[CH3:23] |f:1.2,3.4|. Reported procedure: 3-(1,1-Dimethylethyl)-4-hydroxybenzophenone (2.5 g), 1.71 g of dimethylamine hydrochloride, 0.78 g of sodium hydroxide, and 0.68 g of paraformaldehyde were dissolved in 30 ml of ethanol and the mixture was heated to reflux for 16 hours. The ethanol was then evaporate. Water was added to the residue and the crystals which separated out were filtered and recrystallized from 90% ethanol to give 2.1 g of the desire product, m.p. 129° C. The reactants are CC1(OCCO1)C=1C=C2C(C(NC2=CC1)=O)C(=O)OCC (ethyl 5-(2-methyl-4,5-dihydro-1,3-dioxol-2-yl)oxindole-3-carboxylate), C(C)(C)N1C(C(C2=CC(=CC=C12)C1(OCCO1)C)C(=O)OCC)=O (ethyl 1-i-propyl-5-(2-methyl-4,5-dihydro-1,3-dioxol-2-yl)oxindole-3-carboxylate), CN1C(C(C2=CC(=CC=C12)C1(OCCO1)C)C(=O)OCC)=O (ethyl 1-methyl-5-(2-methyl-4,5-dihydro-1,3-dioxol-2-yl)oxindole-3-carboxylate), C(CC)N1C(C(C2=CC(=CC=C12)C1(OCCO1)C)C(=O)OCC)=O (ethyl 1-n-propy-l-5-(2-methyl-4,5-dihydro-1,3-dioxol-2-yl)oxindole-3-carboxylate). Product: C(C)N1C(C(C2=CC(=CC=C12)C1(OCCO1)C)C(=O)OCC)=O (ethyl 1-ethyl-5-(2-methyl-4,5-dihydro-1,3-dioxol-2-yl)oxindole-3 carboxylate). As a reaction SMILES: CC1(C2C=C3C(=CC=2)NC(=O)C3C(OCC)=O)OCCO1.CN1C2C(=CC(C3(C)OCCO3)=CC=2)C(C(OCC)=O)C1=O.[CH2:44]([N:47]1[C:55]2[C:50](=[CH:51][C:52]([C:56]3([CH3:61])[O:60][CH2:59][CH2:58][O:57]3)=[CH:53][CH:54]=2)[CH:49]([C:62]([O:64][CH2:65][CH3:66])=[O:63])[C:48]1=[O:67])[CH2:45]C.C(N1C2C(=CC(C3(C)OCCO3)=CC=2)C(C(OCC)=O)C1=O)(C)C>>[CH2:44]([N:47]1[C:55]2[C:50](=[CH:51][C:52]([C:56]3([CH3:61])[O:60][CH2:59][CH2:58][O:57]3)=[CH:53][CH:54]=2)[CH:49]([C:62]([O:64][CH2:65][CH3:66])=[O:63])[C:48]1=[O:67])[CH3:45]. Procedure: ethyl 5-(2-methyl-4,5-dihydro-1,3-dioxol-2-yl)oxindole-3-carboxylate, ethyl 1-methyl-5-(2-methyl-4,5-dihydro-1,3-dioxol-2-yl)oxindole-3-carboxylate, ethyl 1-n-propy-l-5-(2-methyl-4,5-dihydro-1,3-dioxol-2-yl)oxindole-3-carboxylate and ethyl 1-i-propyl-5-(2-methyl-4,5-dihydro-1,3-dioxol-2-yl)oxindole-3-carboxylate. Starting materials: CCOC1CN(C(C)=O)CC1Nc1nc(CC)c(-c2ccc(Cl)cc2Cl)nc1CC, CS(=O)(=O)Cl. Yields the product CCOC1CN(S(C)(=O)=O)CC1Nc1nc(CC)c(-c2ccc(Cl)cc2Cl)nc1CC. As a reaction SMILES: [C:1](=[O:2])([CH3:3])[N:4]1[CH2:5][CH:6]([NH:12][c:13]2[n:14][c:15]([CH2:29][CH3:30])[c:16](-[c:21]3[c:22]([Cl:28])[cH:23][c:24]([Cl:27])[cH:25][cH:26]3)[n:17][c:18]2[CH2:19][CH3:20])[CH:7]([O:9][CH2:10][CH3:11])[CH2:8]1.[CH3:31][S:32]([Cl:33])(=[O:34])=[O:35]>>[N:4]1([S:32]([CH3:31])(=[O:34])=[O:35])[CH2:5][CH:6]([NH:12][c:13]2[n:14][c:15]([CH2:29][CH3:30])[c:16](-[c:21]3[c:22]([Cl:28])[cH:23][c:24]([Cl:27])[cH:25][cH:26]3)[n:17][c:18]2[CH2:19][CH3:20])[CH:7]([O:9][CH2:10][CH3:11])[CH2:8]1. The reactants are O=C(OCCOC(=O)C1CCCCC1)ON1C(=O)CCC1=O, NC(CO)C(=O)O. Yields the product O=C(NC(CO)C(=O)O)OCCOC(=O)C1CCCCC1. Reaction SMILES: [CH:8]1([C:14](=[O:15])[O:16][CH2:17][CH2:18][O:19][C:20](=[O:21])[O:22][N:23]2[C:24](=[O:25])[CH2:26][CH2:27][C:28]2=[O:29])[CH2:9][CH2:10][CH2:11][CH2:12][CH2:13]1.[NH2:1][CH:2]([CH2:3][OH:4])[C:5]([OH:6])=[O:7]>>[NH:1]([CH:2]([CH2:3][OH:4])[C:5]([OH:6])=[O:7])[C:20]([O:19][CH2:18][CH2:17][O:16][C:14]([CH:8]1[CH2:9][CH2:10][CH2:11][CH2:12][CH2:13]1)=[O:15])=[O:21]. Starting materials: C1(CCCCC1)N1CC(CC1)N (1-cyclohexyl-3-aminopyrrolidine), C(Cl)(Cl)Cl (chloroform), CNS(=O)(=O)C=1C=C(C2=C(OCCO2)C1)C(=O)Cl (7-methylsulfamoyl-1,4-benzodioxane-5-carbonyl chloride), alcohol. Solvent: C(C)(=O)O (acetic acid), O (water). The product is C1(CCCCC1)N1CC(CC1)NC(=O)C1=CC(=CC=2OCCOC21)S(NC)(=O)=O (N-(1-cyclohexyl-3-pyrrolidyl)-7-methylsulfamoyl-1,4-benzodioxane-5-carboxamide). Isolated yield 61.3%. RXN SMILES: [CH:1]1([N:7]2[CH2:11][CH2:10][CH:9]([NH2:12])[CH2:8]2)[CH2:6][CH2:5][CH2:4][CH2:3][CH2:2]1.C(Cl)(Cl)Cl.[CH3:17][NH:18][S:19]([C:22]1[CH:23]=[C:24]([C:32](Cl)=[O:33])[C:25]2[O:30][CH2:29][CH2:28][O:27][C:26]=2[CH:31]=1)(=[O:21])=[O:20]>C(O)(=O)C.O>[CH:1]1([N:7]2[CH2:11][CH2:10][CH:9]([NH:12][C:32]([C:24]3[C:25]4[O:30][CH2:29][CH2:28][O:27][C:26]=4[CH:31]=[C:22]([S:19](=[O:21])(=[O:20])[NH:18][CH3:17])[CH:23]=3)=[O:33])[CH2:8]2)[CH2:6][CH2:5][CH2:4][CH2:3][CH2:2]1. Reported procedure: 84 g of 1-cyclohexyl-3-aminopyrrolidine, 430 ml of chloroform and 146 g of 7-methylsulfamoyl-1,4-benzodioxane-5-carbonyl chloride were introduced into a balloon flask provided with an agitator and a thermometer. After agitation of the mixture, the base was extracted with methylene chloride and then the solvent was evaporated. The crystals formed were dissolved in boiling absolute alcohol and the resulting solution was filtered on carbon black. The crystals produced after cooling were dissolved i... Starting materials: C12C(CC(C=C1)C2)NC(=S)NN (N1-bicyclo[2.2.1]hept-5-en-2-ylhydrazine-1-carbothioamide), [N+](=O)([O-])C1=C(C=O)C=CC=C1 (2-nitrobenzaldehyde). Product: C12C(CC(C=C1)C2)NC(NN=CC2=C(C=CC=C2)[N+](=O)[O-])=S (4-(Bicyclo[2.2.1]hept-5-en-2-yl)-1-(2-nitrobenzylidene)thiosemicarbazide), solid. The yield is 11.0%. Reaction SMILES: [CH:1]12[CH2:7][CH:4]([CH:5]=[CH:6]1)[CH2:3][CH:2]2[NH:8][C:9]([NH:11][NH2:12])=[S:10].[N+:13]([C:16]1[CH:23]=[CH:22][CH:21]=[CH:20][C:17]=1[CH:18]=O)([O-:15])=[O:14]>>[CH:1]12[CH2:7][CH:4]([CH:5]=[CH:6]1)[CH2:3][CH:2]2[NH:8][C:9](=[S:10])[NH:11][N:12]=[CH:18][C:17]1[CH:20]=[CH:21][CH:22]=[CH:23][C:16]=1[N+:13]([O-:15])=[O:14]. Procedure details: The title compound was prepared from a mixture of N1-bicyclo[2.2.1]hept-5-en-2-ylhydrazine-1-carbothioamide (100 mg, 0.56 mmol) and 2-nitrobenzaldehyde (85 mg, 0.56 mmol) similar to Example 3 and isolated as a yellow solid (20 mg, 11%). 1H NMR (CDCl3): 9.37 (s, 1H), 8.27 (s, 1H), 8.00 (d, J=8.1 Hz, 1H), 7.89 (d, J=7.5 Hz, 1H), 7.68 (t, J=7.5 Hz, 1H), 7.57 (t, J=7.8 Hz, 1H), 7.43 (d, J=7.2 Hz, 1H), 6.24-6.14 (m, 2H), 4.30-4.26 (m, 1H), 3.07 (s, 1H), 2.97 (s, 1H), 1.94-1.86 (m, 1H), 1.67 (d, J=8.4...